This data is from the Open Reaction Database (ORD), a public repository of structured organic reaction records. The task is: describe an organic reaction: reactants, conditions, products, and yield The reactants are O (water), N1=CC=C(C=C1)N1C(=NN=C1)C1=CC=C(C=C1)O (4-(4-Pyridin-4-yl-4H-[1,2,4]triazol-3-yl)-phenol), Teflon, C([O-])([O-])=O.[Cs+].[Cs+] (cesium carbonate), ClCC1=NC2=CC=CC=C2C=C1 (2-Chloromethyl-quinoline). The solvent is CN(C=O)C (dimethyl formamide). Reaction conditions: temperature 60 celsius. Product: N1=CC=C(C=C1)N1C(=NN=C1)C1=CC=C(OCC2=NC3=CC=CC=C3C=C2)C=C1 (2-[4-(4-Pyridin-4-yl-4H-[1,2,4]triazol-3-yl)-phenoxymethyl]-quinoline). Isolated yield 64.2%. RXN SMILES: [N:1]1[CH:6]=[CH:5][C:4]([N:7]2[CH:11]=[N:10][N:9]=[C:8]2[C:12]2[CH:17]=[CH:16][C:15]([OH:18])=[CH:14][CH:13]=2)=[CH:3][CH:2]=1.C(=O)([O-])[O-].[Cs+].[Cs+].Cl[CH2:26][C:27]1[CH:36]=[CH:35][C:34]2[C:29](=[CH:30][CH:31]=[CH:32][CH:33]=2)[N:28]=1.O>CN(C)C=O>[N:1]1[CH:2]=[CH:3][C:4]([N:7]2[CH:11]=[N:10][N:9]=[C:8]2[C:12]2[CH:17]=[CH:16][C:15]([O:18][CH2:26][C:27]3[CH:36]=[CH:35][C:34]4[C:29](=[CH:30][CH:31]=[CH:32][CH:33]=4)[N:28]=3)=[CH:14][CH:13]=2)=[CH:5][CH:6]=1 |f:1.2.3|. Reported procedure: To a solution of 4-(4-Pyridin-4-yl-4H-[1,2,4]triazol-3-yl)-phenol (44 mg) in dimethyl formamide (1 ml) in a 7 ml Teflon capped vial was added cesium carbonate (185 mg) and 2-Chloromethyl-quinoline (37 mg) and the reaction mixture heated on a shaker plate at 60° C. for 18 h. The reaction mixture was poured into water and extracted with methylene chloride, dried magnesium sulfate, filtered and concentrated to provide the title compound (45 mg). 1H NMR (400 MHz, CDCl3) δ 8.87 (s, 1H), 8.65 (d, J=6....